Dataset: the Open Reaction Database (ORD), a public repository of structured organic reaction records. Task: describe an organic reaction: reactants, conditions, products, and yield The reactants are CN(CCN)C (N,N-dimethylethylenediamine), FC1=C(C(=CC=C1)F)C=1SC2=C(N1)C(C(=CC2=O)OC)=O (2-(2,6-difluorophenyl)-5-methoxy-1,3-benzothiazole-4,7-dione). The solvent is C(C)O (ethanol). Reaction conditions: temperature 70 celsius, time 2 hour. Yields the product FC1=C(C(=CC=C1)F)C=1SC2=C(N1)C(C(=CC2=O)NCCN(C)C)=O (2-(2,6-difluorophenyl)-5-{[2-(dimethylamino)ethyl]amino}-1,3-benzothiazole-4,7-dione). The yield is 56.4%. As a reaction SMILES: [CH3:1][N:2]([CH3:6])[CH2:3][CH2:4][NH2:5].[F:7][C:8]1[CH:13]=[CH:12][CH:11]=[C:10]([F:14])[C:9]=1[C:15]1[S:16][C:17]2[C:23](=[O:24])[CH:22]=[C:21](OC)[C:20](=[O:27])[C:18]=2[N:19]=1>C(O)C>[F:7][C:8]1[CH:13]=[CH:12][CH:11]=[C:10]([F:14])[C:9]=1[C:15]1[S:16][C:17]2[C:23](=[O:24])[CH:22]=[C:21]([NH:5][CH2:4][CH2:3][N:2]([CH3:6])[CH3:1])[C:20](=[O:27])[C:18]=2[N:19]=1. Procedure details: 104 ml (0.95 mmol; 1.5 equivalents) of N,N-dimethylethylenediamine are added to 195 mg of 2-(2,6-difluorophenyl)-5-methoxy-1,3-benzothiazole-4,7-dione in solution in 20 ml of anhydrous ethanol. The reaction mixture is stirred at 70° C. for 2 hours then the solvent is evaporated off under reduced pressure. The residue is purified on a silica column (eluent: 5% methanol in dichloromethane). 130 mg (yield=57%) of expected compound is obtained in the form of a red powder. Starting materials: C1(=CC=CC=C1)C(N1N=C(N=C1)CCCOC1=NC=CC(=C1)CN)(C1=CC=CC=C1)C1=CC=CC=C1 (1-[2-({3-[1-(triphenylmethyl)-1H-1,2,4-triazol-3-yl]propyl}oxy)pyridin-4-yl]methaneamine), C1(=CC=CC=C1)C(N1N=C(N=C1)OCCOC=1C=C(C=CC1)CN)(C1=CC=CC=C1)C1=CC=CC=C1 (1-{3-[(2-{[1-(triphenylmethyl)-1H-1,2,4-triazol-3-yl]oxy}ethyl)oxy]phenyl}methanamine), O=C1NC(=NC2=CC=CC=C12)C(=O)OCC (ethyl 4-oxo-3,4-dihydro-2-quinazolinecarboxylate), BrC1=CC=C(C=C1)C1=CSC=2N=C(NC(C21)=O)C(=O)OCC (ethyl 5-(4-bromophenyl)-4-oxo-3,4-dihydrothieno[2,3-d]pyrimidine-2-carboxylate). The product is BrC1=CC=C(C=C1)C1=CSC=2N=C(NC(C21)=O)C(=O)NCC2=CC(=CC=C2)OCCOC2=NNC=N2 (5-(4-bromophenyl)-4-oxo-N-{3-[2-(1H-1,2,4-triazol-3-yloxy)ethoxy]benzyl}-3,4-dihydrothieno[2,3-d]pyrimidine-2-carboxamide), powder. Yield: 71.0%. RXN SMILES: O=C1C2C(=CC=CC=2)N=C(C(OCC)=O)N1.[Br:17][C:18]1[CH:23]=[CH:22][C:21]([C:24]2[C:32]3[C:31](=[O:33])[NH:30][C:29]([C:34]([O:36]CC)=O)=[N:28][C:27]=3[S:26][CH:25]=2)=[CH:20][CH:19]=1.C1(C(C2C=CC=CC=2)(C2C=CC=CC=2)N2C=NC(CCCOC3C=C(CN)C=CN=3)=N2)C=CC=CC=1.C1(C(C2C=CC=CC=2)(C2C=CC=CC=2)[N:82]2[CH:86]=[N:85][C:84]([O:87][CH2:88][CH2:89][O:90][C:91]3[CH:92]=[C:93]([CH2:97][NH2:98])[CH:94]=[CH:95][CH:96]=3)=[N:83]2)C=CC=CC=1>>[Br:17][C:18]1[CH:19]=[CH:20][C:21]([C:24]2[C:32]3[C:31](=[O:33])[NH:30][C:29]([C:34]([NH:98][CH2:97][C:93]4[CH:94]=[CH:95][CH:96]=[C:91]([O:90][CH2:89][CH2:88][O:87][C:84]5[N:85]=[CH:86][NH:82][N:83]=5)[CH:92]=4)=[O:36])=[N:28][C:27]=3[S:26][CH:25]=2)=[CH:22][CH:23]=1. Reported procedure: By a method similar to that in Example 22, and using, instead of ethyl 4-oxo-3,4-dihydro-2-quinazolinecarboxylate, ethyl 5-(4-bromophenyl)-4-oxo-3,4-dihydrothieno[2,3-d]pyrimidine-2-carboxylate obtained in Reference Example 79 and using, instead of 1-[2-({3-[1-(triphenylmethyl)-1H-1,2,4-triazol-3-yl]propyl}oxy)pyridin-4-yl]methaneamine, 1-{3-[(2-{[1-(triphenylmethyl)-1H-1,2,4-triazol-3-yl]oxy}ethyl)oxy]phenyl}methanamine obtained in Reference Example 32, the title compound was obtained as a whit... Starting materials: NCC1=CN(C2=CC(=CC=C2C1=O)Cl)C1=CC=CC=C1 (3-(aminomethyl)-7-chloro-1-phenylquinolin-4(1H)-one), NCC1=CN(C2=CC(=CC=C2C1=O)Cl)C1=CC=CC=C1 (3-(aminomethyl)-7-chloro-1-phenylquinolin-4(1H)-one), C(C)(C)N(C(C)C)CC (N,N-diisopropylethylamine), ClC=1SC2=C(N1)C=CC=C2 (2-chlorobenzothiazole). The solvent is CN1CCCC1=O (NMP). Conditions: temperature 115 celsius, time 2 hour. Product: S1C(=NC2=C1C=CC=C2)NCC2=CN(C1=CC(=CC=C1C2=O)Cl)C2=CC=CC=C2 (3-(Benzothiazol-2-ylaminomethyl)-7-chloro-1-phenyl-1H-quinolin-4-one). Reaction SMILES: [NH2:1][CH2:2][C:3]1[C:12](=[O:13])[C:11]2[C:6](=[CH:7][C:8]([Cl:14])=[CH:9][CH:10]=2)[N:5]([C:15]2[CH:20]=[CH:19][CH:18]=[CH:17][CH:16]=2)[CH:4]=1.C(N(CC)C(C)C)(C)C.Cl[C:31]1[S:32][C:33]2[CH:39]=[CH:38][CH:37]=[CH:36][C:34]=2[N:35]=1>CN1C(=O)CCC1>[S:32]1[C:33]2[CH:39]=[CH:38][CH:37]=[CH:36][C:34]=2[N:35]=[C:31]1[NH:1][CH2:2][C:3]1[C:12](=[O:13])[C:11]2[C:6](=[CH:7][C:8]([Cl:14])=[CH:9][CH:10]=2)[N:5]([C:15]2[CH:16]=[CH:17][CH:18]=[CH:19][CH:20]=2)[CH:4]=1. Procedure: A mixture of 3-(aminomethyl)-7-chloro-1-phenylquinolin-4(1H)-one (intermediate D) (40 mg, 0.140 mmol), N,N-diisopropylethylamine (74.0 mg, 100 μL, 0.567 mmol) and 2-chlorobenzothiazole (31 mg, 0.181 mmol) in NMP (0.5 mL) was heated at 115° C. in a sealed tube. After 2 hr., LCMS indicated the desired product to be present with some remaining starting material and minor impurities. Heating continued overnight. In the morning, more 2-chlorobenzothiazole (12 mg, 0.070 mmol) was added. Heating contin... Starting materials: CC1CC(NN=C1C=1C=C2CCC(N(C2=CC1)C)=O)=O (6-(5-methyl-3-oxo-2,3,4,5-tetrahydropyridazin-6-yl)-1-methyl-1,2,3,4-tetrahydroquinolin-2-one), ClC=1C(C(=C(C(C1Cl)=O)C#N)C#N)=O (2,3-dichloro-5,6-dicyano-1,4-benzoquinone). Run in C1=CC=CC=C1 (benzene). Product: CC1CC(NN=C1C=1C=C2C=CC(N(C2=CC1)C)=O)=O (6-(5-methyl-3-oxo-2,3,4,5-tetrahydropyridazin-6-yl)-1-methyl-1,2-dihydroquinolin-2-one). The yield is 28.0%. As a reaction SMILES: [CH3:1][CH:2]1[C:7]([C:8]2[CH:9]=[C:10]3[C:15](=[CH:16][CH:17]=2)[N:14]([CH3:18])[C:13](=[O:19])[CH2:12][CH2:11]3)=[N:6][NH:5][C:4](=[O:20])[CH2:3]1.ClC1C(=O)C(C#N)=C(C#N)C(=O)C=1Cl>C1C=CC=CC=1>[CH3:1][CH:2]1[C:7]([C:8]2[CH:9]=[C:10]3[C:15](=[CH:16][CH:17]=2)[N:14]([CH3:18])[C:13](=[O:19])[CH:12]=[CH:11]3)=[N:6][NH:5][C:4](=[O:20])[CH2:3]1. Procedure details: A mixture of 5.4 g of 6-(5-methyl-3-oxo-2,3,4,5-tetrahydropyridazin-6-yl)-1-methyl-1,2,3,4-tetrahydroquinolin-2-one, 5.5 g of 2,3-dichloro-5,6-dicyano-1,4-benzoquinone and 500 ml of benzene was heated under reflux for 48 hours. After cooling, the precipitated crystals were filtered off. The filtrate was washed with a 10% sodium hydroxide solution and dried over sodium sulfate. The solvent was distilled off under reduced pressure. The residue and the crystals were combined and purified by using a... The reactants are C(C)(=O)Cl (acetyl chloride), C1(=CC=CC=2CCCCC12)N (5,6,7,8-Tetrahydro-naphthalen-1-ylamine), [NH4+].[Cl-] (NH4Cl), amide, [O-]S(=O)(=O)[O-].[Mg+2] (MgSO4), [O-][Mn](=O)(=O)=O.[K+] (KMnO4). Solvent: C(Cl)(Cl)Cl (CHCl3), O (H2O), CCN(CC)CC (NEt3), C(Cl)Cl (CH2Cl2), CC(=O)C (acetone). Conditions: temperature 0 celsius, time 2 hour. The product is O=C1CCCC=2C=CC=C(C12)NC(C)=O (N-(8-oxo-5,6,7,8-tetrahydro-naphthalen-1-yl)-acetamide). Reaction SMILES: [C:1]1([NH2:11])[C:10]2[CH2:9][CH2:8][CH2:7][CH2:6][C:5]=2[CH:4]=[CH:3][CH:2]=1.[C:12](Cl)(=[O:14])[CH3:13].[NH4+].[Cl-].[O-:18]S([O-])(=O)=O.[Mg+2].[O-][Mn](=O)(=O)=O.[K+]>C(Cl)Cl.C(Cl)(Cl)Cl.CC(C)=O.O.CCN(CC)CC>[O:18]=[C:9]1[C:10]2[C:1]([NH:11][C:12](=[O:14])[CH3:13])=[CH:2][CH:3]=[CH:4][C:5]=2[CH2:6][CH2:7][CH2:8]1 |f:2.3,4.5,6.7|. Procedure: 5,6,7,8-Tetrahydro-naphthalen-1-ylamine (Intermediate J1, commercially available from Aldrich) (5 mL, 35.3 mmol) was dissolved in CH2Cl2 (40 mL) and treated with NEt3 (10 mL) and acetyl chloride (3.8 mL, 53 mmol) at rt for 1 h. The mixture was diluted in CHCl3 and acidified with sat NH4Cl. The aqueous layer was extracted with CHCl3. The organic fractions were combined, dried and evaporated and the amide was used without further purification. The resulting amide (35.3 mmol) in acetone (450 mL) an... Reaction SMILES: [CH3:47][C:48](=[O:49])[OH:50].[CH3:6][C:7]1=[C:12]([C:13](=[O:14])[O:15][CH2:16][CH2:17][O:18][CH2:19][CH3:20])[CH:11]([c:21]2[cH:22][c:23]([N+:27](=[O:28])[O-:29])[cH:24][cH:25][cH:26]2)[C:10]([C:30](=[O:31])[O:32][CH2:33][CH2:34][O:35][CH2:36][CH3:37])=[C:9]([CH3:38])[NH:8]1.[Cl:41][CH2:42][O:43][CH2:44][CH3:45].[H-:39].[Na+:40].[O:1]1[CH2:2][CH2:3][CH2:4][CH2:5]1.[OH2:46]>>[O:1]([CH2:2][CH3:3])[CH2:5][N:8]1[C:7]([CH3:6])=[C:12]([C:13](=[O:14])[O:15][CH2:16][CH2:17][O:18][CH2:19][CH3:20])[CH:11]([c:21]2[cH:22][c:23]([N+:27](=[O:28])[O-:29])[cH:24][cH:25][cH:26]2)[C:10]([C:30](=[O:31])[O:32][CH2:33][CH2:34][O:35][CH2:36][CH3:37])=[C:9]1[CH3:38]. Starting materials: CC(=O)O, CCOCCOC(=O)C1=C(C)NC(C)=C(C(=O)OCCOCC)C1c1cccc([N+](=O)[O-])c1, CCOCCl, [H-], [Na+], C1CCOC1, O. The product is CCOCCOC(=O)C1=C(C)N(COCC)C(C)=C(C(=O)OCCOCC)C1c1cccc([N+](=O)[O-])c1.